From a dataset of the Open Reaction Database (ORD), a public repository of structured organic reaction records. describe an organic reaction: reactants, conditions, products, and yield Starting materials: C1(CCCCC1)N=C=NC1CCCCC1 (Dicyclohexylcarbodiimide), OC1=CC=C(C=C1)C=1SC(=CC1)CCCCC (2-(4-hydroxyphenyl)-5-pentylthiophene), C(\C=C\CCC)(=O)O ((E)-hex-2-enoic acid). Reagents/catalysts: CN(C1=CC=NC=C1)C (4-(dimethyiamino)pyridine). Run in ClCCl (dichloromethane). Conditions: time 8 hour. Product: C(\C=C\CCC)(=O)OC1=CC=C(C=C1)C=1SC(=CC1)CCCCC (2-(4-[(E)-hex-2-enoyloxy]phenyl)-5-pentylthiophene). The yield is 56.7%. RXN SMILES: C1(N=C=NC2CCCCC2)CCCCC1.[OH:16][C:17]1[CH:22]=[CH:21][C:20]([C:23]2[S:24][C:25]([CH2:28][CH2:29][CH2:30][CH2:31][CH3:32])=[CH:26][CH:27]=2)=[CH:19][CH:18]=1.[C:33](O)(=[O:39])/[CH:34]=[CH:35]/[CH2:36][CH2:37][CH3:38]>CN(C)C1C=CN=CC=1.ClCCl>[C:33]([O:16][C:17]1[CH:22]=[CH:21][C:20]([C:23]2[S:24][C:25]([CH2:28][CH2:29][CH2:30][CH2:31][CH3:32])=[CH:26][CH:27]=2)=[CH:19][CH:18]=1)(=[O:39])/[CH:34]=[CH:35]/[CH2:36][CH2:37][CH3:38]. Reported procedure: Dicyclohexylcarbodiimide (0.2 g) was added to a solution of 2-(4-hydroxyphenyl)-5-pentylthiophene (0.25 g), (E)-hex-2-enoic acid, (0.1 g) 4-(dimethyiamino)pyridine (0.05 g) and dichloromethane (20 cm3) at 0° C. under an atmosphere of nitrogen. The reaction mixture was stirred overnight at room temperature, filtered to remove inorganic material and the filtrate evaporated down. The residue was purified by column chromatography on silica gel using hexane/ethyl acetate (9/1 v/v) as eluent and recry... The reactants are COC1=C(C=CC=C1N)C=1SC(=C(N1)C(=O)O)C (2-(2-methoxy-3-amino-phenyl)-5-methyl-thiazole-4-carboxylic acid), Br (hydrogen bromide). Run at temperature 80 celsius, time 8 hour. Product: Br.OC1=C(C=CC=C1N)C=1SC(=C(N1)C(=O)O)C (2-(2-hydroxy-3-amino-phenyl)-5-methyl-thiazole-4-carboxylic acid hydrobromide). Isolated yield 64.0%. Reaction SMILES: C[O:2][C:3]1[C:8]([NH2:9])=[CH:7][CH:6]=[CH:5][C:4]=1[C:10]1[S:11][C:12]([CH3:18])=[C:13]([C:15]([OH:17])=[O:16])[N:14]=1.[BrH:19]>>[BrH:19].[OH:2][C:3]1[C:8]([NH2:9])=[CH:7][CH:6]=[CH:5][C:4]=1[C:10]1[S:11][C:12]([CH3:18])=[C:13]([C:15]([OH:17])=[O:16])[N:14]=1 |f:2.3|. Procedure details: 2-(2-Methoxy-3-amino-phenyl)-5-methyl-thiazole-4-carboxylic acid 47b (280 mg, 0.94 mmol) was dissolved in 5 mL of hydrogen bromide. The reaction mixture was stirred overnight at 80° C. The reaction was monitored by TLC until the disappearance of the starting materials. The mixture was filtered and the filter cake was washed with ethyl acetate and dried to obtain the title compound 2-(2-hydroxy-3-amino-phenyl)-5-methyl-thiazole-4-carboxylic acid hydrobromide 47c (200 mg, yield 64%) as a yellow so... Starting materials: CSC(SC)=C(C#N)C(N)=O, Cc1cc2cc(N)ccc2o1, CCO, NC1CCCCN(Cc2ccccc2)C1=O. Yields the product Cc1cc2cc(NC(NC3CCCCN(Cc4ccccc4)C3=O)=C(C#N)C(N)=O)ccc2o1. Reaction SMILES: [CH3:12][S:13][C:14](=[C:15]([C:16](=[O:17])[NH2:18])[C:19]#[N:20])[S:21][CH3:22].[CH3:1][c:2]1[o:3][c:4]2[c:5]([cH:6]1)[cH:7][c:8]([NH2:11])[cH:9][cH:10]2.[CH3:39][CH2:40][OH:41].[NH2:23][CH:24]1[C:25](=[O:38])[N:26]([CH2:31][c:32]2[cH:33][cH:34][cH:35][cH:36][cH:37]2)[CH2:27][CH2:28][CH2:29][CH2:30]1>>[CH3:1][c:2]1[o:3][c:4]2[c:5]([cH:6]1)[cH:7][c:8]([NH:11][C:14](=[C:15]([C:16](=[O:17])[NH2:18])[C:19]#[N:20])[NH:23][CH:24]1[C:25](=[O:38])[N:26]([CH2:31][c:32]3[cH:33][cH:34][cH:35][cH:36][cH:37]3)[CH2:27][CH2:28][CH2:29][CH2:30]1)[cH:9][cH:10]2. Starting materials: COC=1C=C2C(=CC=NC2=CC1OC)OC1=C(C=C(C=C1C)N)C (4-(6,7-dimethoxy-quinolin-4-yloxy)-3,5-dimethyl-phenylamine), C(C)N1C(N(C(C(=C1)C(=O)O)=O)C1=CC=C(C=C1)F)=O (1-ethyl-3-(4-fluorophenyl)-2,4-dioxo-1,2,3,4-tetrahydropyrimidine-5-carboxylic acid). Reaction SMILES: [CH3:1][O:2][C:3]1[CH:4]=[C:5]2[C:10](=[CH:11][C:12]=1[O:13][CH3:14])[N:9]=[CH:8][CH:7]=[C:6]2[O:15][C:16]1[C:21]([CH3:22])=[CH:20][C:19]([NH2:23])=[CH:18][C:17]=1[CH3:24].[CH2:25]([N:27]1[CH:32]=[C:31]([C:33](O)=[O:34])[C:30](=[O:36])[N:29]([C:37]2[CH:42]=[CH:41][C:40]([F:43])=[CH:39][CH:38]=2)[C:28]1=[O:44])[CH3:26]>>[CH3:1][O:2][C:3]1[CH:4]=[C:5]2[C:10](=[CH:11][C:12]=1[O:13][CH3:14])[N:9]=[CH:8][CH:7]=[C:6]2[O:15][C:16]1[C:17]([CH3:24])=[CH:18][C:19]([NH:23][C:33]([C:31]2[C:30](=[O:36])[N:29]([C:37]3[CH:42]=[CH:41][C:40]([F:43])=[CH:39][CH:38]=3)[C:28](=[O:44])[N:27]([CH2:25][CH3:26])[CH:32]=2)=[O:34])=[CH:20][C:21]=1[CH3:22]. Product: COC=1C=C2C(=CC=NC2=CC1OC)OC1=C(C=C(C=C1C)NC(=O)C=1C(N(C(N(C1)CC)=O)C1=CC=C(C=C1)F)=O)C (1-Ethyl-3-(4-fluoro-phenyl)-2,4-dioxo-1,2,3,4-tetrahydro-pyrimidine-5-carboxylic acid [4-(6,7-dimethoxy-quinolin-4-yloxy)-3,5-dimethyl-phenyl]-amide). Procedure details: This compound was synthesized using 4-(6,7-dimethoxy-quinolin-4-yloxy)-3,5-dimethyl-phenylamine and 1-ethyl-3-(4-fluorophenyl)-2,4-dioxo-1,2,3,4-tetrahydropyrimidine-5-carboxylic acid using the procedure for example 1. mp=240-242° C.; LCMS m/z=585 (M+1); 1H NMR (DMSO-d6) δ: 10.90 (s, 1H), 8.84 (s, 1H), 8.41 (d, 1H, J=5 Hz), 7.61 (s, 1H), 7.55 (s, 1H), 7.45-7.33 (m, 6H), 6.19 (d, 1H, J=6 Hz), 4.01 (q, 2H, J=8 Hz), 3.95 (d, 6H, J=5 Hz), 2.07 (s, 6H), 1.30 (t, 3H, J=7 Hz). Starting materials: ClC1=C(C=O)C=CC=C1Cl (2,3-dichlorobenzaldehyde), COC(CC(COC)=O)=O (4-methoxy-3-oxobutanoic acid methyl ester). The reagents and catalysts are N1=CC=CC=C1 (pyridine), C(CCCCC)(=O)O (hexanoic acid). Solvent: C1=CC=CC=C1 (benzene). The product is COC(C(C(COC)=O)=CC1=C(C(=CC=C1)Cl)Cl)=O (2-(2,3-Dichlorobenzylidene)-3-oxo-4-methoxybutanoic acid methyl ester). The yield is 95.8%. As a reaction SMILES: [Cl:1][C:2]1[C:9]([Cl:10])=[CH:8][CH:7]=[CH:6][C:3]=1[CH:4]=O.[CH3:11][O:12][C:13](=[O:20])[CH2:14][C:15](=[O:19])[CH2:16][O:17][CH3:18]>N1C=CC=CC=1.C(O)(=O)CCCCC.C1C=CC=CC=1>[CH3:11][O:12][C:13](=[O:20])[C:14](=[CH:4][C:3]1[CH:6]=[CH:7][CH:8]=[C:9]([Cl:10])[C:2]=1[Cl:1])[C:15](=[O:19])[CH2:16][O:17][CH3:18]. Reported procedure: A solution containing 160 ml of anhydrous benzene, 5 g of 2,3-dichlorobenzaldehyde, 4.2 g of 4-methoxy-3-oxobutanoic acid methyl ester, 16 drops of pyridine and 22 drops of hexanoic acid is heated under reflux for one hour, removing the water formed. The mixture is then washed with a saturated sodium bicarbonate solution and then with a 0.1N hydrochloric acid solution. The organic phase is taken and evaporated to dryness so as to obtain 8.3 g of an oil. Starting materials: C1=CC(=CC(=C1)Cl)C(=O)OO (mCPBA), C(CC=C)N(S(=O)(=O)C1=C(C=CC=C1)[N+](=O)[O-])C1=CC=CC=C1 (N-(but-3-enyl)-2-nitro-N-phenylbenzenesulfonamide), Hexanes EtOAc. The solvent is O (water), C(=O)(O)[O-].[Na+] (NaHCO3), O (water), C(Cl)(Cl)Cl (CHCl3). Run at temperature 0 celsius, time 30 minute. The product is [N+](=O)([O-])C1=C(C=CC=C1)S(=O)(=O)N(C1=CC=CC=C1)CCC1OC1 (2-nitro-N-(2-(oxiran-2-yl)ethyl)-N-phenylbenzenesulfonamide). The yield is 97.0%. RXN SMILES: C1C=C(Cl)C=C(C(OO)=[O:9])C=1.[CH2:12]([N:16]([C:29]1[CH:34]=[CH:33][CH:32]=[CH:31][CH:30]=1)[S:17]([C:20]1[CH:25]=[CH:24][CH:23]=[CH:22][C:21]=1[N+:26]([O-:28])=[O:27])(=[O:19])=[O:18])[CH2:13][CH:14]=[CH2:15]>C(Cl)(Cl)Cl.O.C([O-])(O)=O.[Na+]>[N+:26]([C:21]1[CH:22]=[CH:23][CH:24]=[CH:25][C:20]=1[S:17]([N:16]([CH2:12][CH2:13][CH:14]1[CH2:15][O:9]1)[C:29]1[CH:34]=[CH:33][CH:32]=[CH:31][CH:30]=1)(=[O:19])=[O:18])([O-:28])=[O:27] |f:4.5|. Reported procedure: mCPBA (77%, 0.0550 g, 0.246 mmol) was added to N-(but-3-enyl)-2-nitro-N-phenylbenzenesulfonamide (0.0653 g, 0.196 mmol) in 1 mL CHCl3 at 0° C. The mixture was stirred at 0° C. for 30 min, then gradually warmed up to room temperature and continued to stir for 18 hr. After TLC showed the disappearance of starting material, the reaction mixture was diluted with a 1:1 mixture of water and saturated NaHCO3 (2×10 mL) and water (10 mL). The organic layer was dried over anhydrous Na2SO4 and evaporated t... The reactants are FC=1C=C(C=CC1)C1=NNC2=CC(=C(C=C12)C(=O)O)OC (3-(3-fluoro-phenyl)-6-methoxy-1H-indazole-5-carboxylic acid), O (Water), solution, B(Br)(Br)Br (boron tribromide). The solvent is ClCCl (dichloromethane), ClCCl (dichloromethane). Conditions: time 1.5 hour. Product: FC=1C=C(C=CC1)C1=NNC2=CC(=C(C=C12)C(=O)O)O (3-(3-Fluoro-phenyl)-6-hydroxy-1H-indazole-5-carboxylic acid). Yield: 91.9%. As a reaction SMILES: [F:1][C:2]1[CH:3]=[C:4]([C:8]2[C:16]3[C:11](=[CH:12][C:13]([O:20]C)=[C:14]([C:17]([OH:19])=[O:18])[CH:15]=3)[NH:10][N:9]=2)[CH:5]=[CH:6][CH:7]=1.B(Br)(Br)Br.O>ClCCl>[F:1][C:2]1[CH:3]=[C:4]([C:8]2[C:16]3[C:11](=[CH:12][C:13]([OH:20])=[C:14]([C:17]([OH:19])=[O:18])[CH:15]=3)[NH:10][N:9]=2)[CH:5]=[CH:6][CH:7]=1. Procedure: A total of 96.2 mg of 3-(3-fluoro-phenyl)-6-methoxy-1H-indazole-5-carboxylic acid obtained in Production Example II-1-e was dissolved in 3.36 ml of dichloromethane, 4.0 ml of a 1.0 M solution of boron tribromide in dichloromethane was added under ice-cooling, and the mixture was stirred at room temperature for 1.5 hours. Water was added to the reaction mixture, followed by extracting with ethyl acetate. The resulting organic layer was washed brine, dried over magnesium sulfate and the solvent wa... Starting materials: C(C#C)NC(=O)C=1N=CN2C1CN(C(C1=C2C=CC(=C1)F)=O)C (8-fluoro-5-methyl-6-oxo-5,6-dihydro-4H-imidazo[1,5-a][1,4]benzodiazepine-3-carboxylic acid prop-2-ynylamide), IN1C(CCC1=O)=O (N-iodosuccinimide), C(CC)NCCC (dipropylamine). Solvent: C(C)(=O)O (acetic acid). Run at time 39 hour. The product is C(CC)N(CCC)CC1=CN=C(O1)C=1N=CN2C1CN(C(C1=C2C=CC(=C1)F)=O)C (3-(5-dipropylaminomethyl-oxazol-2-yl)-8-fluoro-5-methyl-5,6-dihydro-4H-imidazo[1,5-a][1,4]benzodiazepin-6-one). Yield: 24.3%. Reaction SMILES: [CH2:1]([NH:4][C:5]([C:7]1[N:8]=[CH:9][N:10]2[C:16]3[CH:17]=[CH:18][C:19]([F:21])=[CH:20][C:15]=3[C:14](=[O:22])[N:13]([CH3:23])[CH2:12][C:11]=12)=[O:6])[C:2]#[CH:3].IN1C(=O)CCC1=O.[CH2:32]([NH:35][CH2:36][CH2:37][CH3:38])[CH2:33][CH3:34]>C(O)(=O)C>[CH2:32]([N:35]([CH2:3][C:2]1[O:6][C:5]([C:7]2[N:8]=[CH:9][N:10]3[C:16]4[CH:17]=[CH:18][C:19]([F:21])=[CH:20][C:15]=4[C:14](=[O:22])[N:13]([CH3:23])[CH2:12][C:11]=23)=[N:4][CH:1]=1)[CH2:36][CH2:37][CH3:38])[CH2:33][CH3:34]. Procedure: A solution of 3.12 g (0.010 mol) of 8-fluoro-5-methyl-6-oxo-5,6-dihydro-4H-imidazo[1,5-a][1,4]benzodiazepine-3-carboxylic acid prop-2-ynylamide in 200 ml of acetic acid was treated with 3.36 g (0.015 mol) of N-iodosuccinimide while gassing with argon. After stirring at room temperature for 39 hrs. the dark brown suspension obtained was completely freed from the solvents and dried azeotropically several times with toluene. The brown residue was dissolved in 100 ml of THF, treated with 11.9 ml (0.... Product: BrC=1C=C(C=CC1)C1=NN2C(N=C(C(=C2I)[C@@H](C(=O)OC)OC(C)(C)C)C)=C1 ((S)-methyl 2-(2-(3-bromophenyl)-7-iodo-5-methylpyrazolo[1,5-a]pyrimidin-6-yl)-2-(tert-butoxy)acetate). Procedure details: To a stirred solution of (S)-methyl 2-(2-(3-bromophenyl)-7-iodo-5-methylpyrazolo[1,5-a]pyrimidin-6-yl)-2-hydroxyacetate (1 g, 1.992 mmol) in CH2Cl2 (30 mL) and t-butyl acetate (21.00 mL) at rt was added 70% perchloric acid (0.513 mL, 5.97 mmol). After 3 h, the reaction mixture was diluted with CH2Cl2 (100 mL), carefully quenched with sat. NaHCO3 (50 mL), organic layer separated and washed with brine (100 mL), dried (Na2SO4), filtered and concentrated to give yellow liquid. This was purified by f... Solvent: C(Cl)Cl (CH2Cl2), C(C)(=O)OC(C)(C)C (t-butyl acetate), C(Cl)Cl (CH2Cl2). Reactants: BrC=1C=C(C=CC1)C1=NN2C(N=C(C(=C2I)[C@@H](C(=O)OC)O)C)=C1 ((S)-methyl 2-(2-(3-bromophenyl)-7-iodo-5-methylpyrazolo[1,5-a]pyrimidin-6-yl)-2-hydroxyacetate), Cl(=O)(=O)(=O)O (perchloric acid). Conditions: time 3 hour. As a reaction SMILES: [Br:1][C:2]1[CH:3]=[C:4]([C:8]2[CH:24]=[C:11]3[N:12]=[C:13]([CH3:23])[C:14]([C@H:17]([OH:22])[C:18]([O:20][CH3:21])=[O:19])=[C:15]([I:16])[N:10]3[N:9]=2)[CH:5]=[CH:6][CH:7]=1.Cl(O)(=O)(=O)=O>C(Cl)Cl.C(OC(C)(C)C)(=O)C>[Br:1][C:2]1[CH:3]=[C:4]([C:8]2[CH:24]=[C:11]3[N:12]=[C:13]([CH3:23])[C:14]([C@H:17]([O:22][C:4]([CH3:8])([CH3:5])[CH3:3])[C:18]([O:20][CH3:21])=[O:19])=[C:15]([I:16])[N:10]3[N:9]=2)[CH:5]=[CH:6][CH:7]=1. Yield: 143.9%. Starting materials: BrCc1ccccc1, O=C([O-])[O-], CN(C)C=O, Oc1ccc(F)cc1F, [K+], [K+], O. Product: Fc1ccc(OCc2ccccc2)c(F)c1. As a reaction SMILES: [Br:10][CH2:11][c:12]1[cH:13][cH:14][cH:15][cH:16][cH:17]1.[C:18](=[O:19])([O-:20])[O-:21].[CH3:25][N:26]([CH3:27])[CH:28]=[O:29].[F:1][c:2]1[c:3]([OH:9])[cH:4][cH:5][c:6]([F:8])[cH:7]1.[K+:22].[K+:23].[OH2:24]>>[F:1][c:2]1[c:3]([O:9][CH2:11][c:12]2[cH:13][cH:14][cH:15][cH:16][cH:17]2)[cH:4][cH:5][c:6]([F:8])[cH:7]1.